This data is from the Open Reaction Database (ORD), a public repository of structured organic reaction records. The task is: describe an organic reaction: reactants, conditions, products, and yield The reactants are O=C([O-])[O-], O=C([O-])O, CCOC(C)=O, COCCl, [K+], [K+], [Na+], CN(C)C=O, O, Cc1cc(C)c2c(c1O)OC(C)(C)C2=O. Yields the product COCOc1c(C)cc(C)c2c1OC(C)(C)C2=O. RXN SMILES: [C:1](=[O:2])([O-:3])[O-:4].[C:27](=[O:28])([OH:29])[O-:30].[CH3:32][CH2:33][O:34][C:35](=[O:36])[CH3:37].[Cl:7][CH2:8][O:9][CH3:10].[K+:5].[K+:6].[Na+:31].[O:38]=[CH:39][N:40]([CH3:41])[CH3:42].[OH2:26].[OH:11][c:12]1[c:13]([CH3:25])[cH:14][c:15]([CH3:24])[c:16]2[c:20]1[O:19][C:18]([CH3:21])([CH3:22])[C:17]2=[O:23]>>[CH2:8]([O:9][CH3:10])[O:11][c:12]1[c:13]([CH3:25])[cH:14][c:15]([CH3:24])[c:16]2[c:20]1[O:19][C:18]([CH3:21])([CH3:22])[C:17]2=[O:23].